This data is from the Open Reaction Database (ORD), a public repository of structured organic reaction records. The task is: describe an organic reaction: reactants, conditions, products, and yield Starting materials: O (Water), O(C1=CC=CC=C1)CC(=O)NC1C(N(C1SS(=O)(=O)C1=CC=CC=C1)C(C(=O)OCC1=CC=CC=C1)C(=C)C)=O (benzyl 2-(3-phenoxyacetamido-4-benzenesulfonylthio-2-azetidinone-1-yl)-3-methyl-3-butenate), solution, OCl (HOCl). Solvent: C(C)OC(C)OCC (diethoxyethane), C(C)OCC (diethyl ether). Yields the product O(C1=CC=CC=C1)CC(=O)NC1C(N(C1SS(=O)(=O)C1=CC=CC=C1)C(C(=O)OCC1=CC=CC=C1)C(=C)CCl)=O (benzyl 2-(3-phenoxyacetamido-4-benzenesulfonylthio-2-azetidinone-1-yl)-3-chloromethyl-3-butenate). Yield: 90.0%. As a reaction SMILES: [O:1]([CH2:8][C:9]([NH:11][CH:12]1[CH:15]([S:16][S:17]([C:20]2[CH:25]=[CH:24][CH:23]=[CH:22][CH:21]=2)(=[O:19])=[O:18])[N:14]([CH:26]([C:37]([CH3:39])=[CH2:38])[C:27]([O:29][CH2:30][C:31]2[CH:36]=[CH:35][CH:34]=[CH:33][CH:32]=2)=[O:28])[C:13]1=[O:40])=[O:10])[C:2]1[CH:7]=[CH:6][CH:5]=[CH:4][CH:3]=1.O[Cl:42].O>C(OC(OCC)C)C.C(OCC)C>[O:1]([CH2:8][C:9]([NH:11][CH:12]1[CH:15]([S:16][S:17]([C:20]2[CH:25]=[CH:24][CH:23]=[CH:22][CH:21]=2)(=[O:19])=[O:18])[N:14]([CH:26]([C:37]([CH2:39][Cl:42])=[CH2:38])[C:27]([O:29][CH2:30][C:31]2[CH:32]=[CH:33][CH:34]=[CH:35][CH:36]=2)=[O:28])[C:13]1=[O:40])=[O:10])[C:2]1[CH:7]=[CH:6][CH:5]=[CH:4][CH:3]=1. Procedure details: A 200 mg quantity of benzyl 2-(3-phenoxyacetamido-4-benzenesulfonylthio-2-azetidinone-1-yl)-3-methyl-3-butenate was dissolved in 4.3 ml of diethoxyethane. The solution was cooled in an ice bath with stirring. Thereto was added dropwise over 3 minutes 1.73 ml of a 0.3M solution of HOCl in diethyl ether. Water was added to the reaction mixture and the resulting mixture was extracted with ethyl acetate and dried over anhydrous magnesium sulfate. The solvent was distilled off at reduced pressure. Th... The reactants are O=C([O-])O, CCO, Cl, NO, N#Cc1ccc(Cl)cc1N, [Na+], O. Yields the product Nc1cc(Cl)ccc1C(=O)NO. Reaction SMILES: [C:14]([OH:15])([O-:16])=[O:17].[CH3:19][CH2:20][OH:21].[ClH:11].[NH2:12][OH:13].[NH2:1][c:2]1[c:3]([C:4]#[N:5])[cH:6][cH:7][c:8]([Cl:10])[cH:9]1.[Na+:18].[OH2:22]>>[NH2:1][c:2]1[c:3]([C:14]([NH:12][OH:13])=[O:17])[cH:6][cH:7][c:8]([Cl:10])[cH:9]1. The reactants are CCN=C=NCCCN(C)C, CN(C)c1ccncc1, ClCCl, Cl, O=C(O)CN1CCC(c2ccc(F)cc2)(c2ccc(F)cc2)C1=O, c1ccc(C2(c3ccccc3)CCNC2)cc1. Product: O=C(CN1CCC(c2ccc(F)cc2)(c2ccc(F)cc2)C1=O)N1CCC(c2ccccc2)(c2ccccc2)C1. As a reaction SMILES: [CH2:43]([N:44]=[C:45]=[N:46][CH2:47][CH2:48][CH2:49][N:50]([CH3:51])[CH3:52])[CH3:53].[CH3:57][N:58]([CH3:59])[c:60]1[cH:61][cH:62][n:63][cH:64][cH:65]1.[Cl:54][CH2:55][Cl:56].[ClH:42].[F:18][c:19]1[cH:20][cH:21][c:22]([C:25]2([c:35]3[cH:36][cH:37][c:38]([F:41])[cH:39][cH:40]3)[C:26](=[O:34])[N:27]([CH2:30][C:31](=[O:32])[OH:33])[CH2:28][CH2:29]2)[cH:23][cH:24]1.[c:1]1([C:7]2([c:12]3[cH:13][cH:14][cH:15][cH:16][cH:17]3)[CH2:8][NH:9][CH2:10][CH2:11]2)[cH:2][cH:3][cH:4][cH:5][cH:6]1>>[c:1]1([C:7]2([c:12]3[cH:13][cH:14][cH:15][cH:16][cH:17]3)[CH2:8][N:9]([C:31]([CH2:30][N:27]3[C:26](=[O:34])[C:25]([c:22]4[cH:21][cH:20][c:19]([F:18])[cH:24][cH:23]4)([c:35]4[cH:36][cH:37][c:38]([F:41])[cH:39][cH:40]4)[CH2:29][CH2:28]3)=[O:32])[CH2:10][CH2:11]2)[cH:2][cH:3][cH:4][cH:5][cH:6]1. Starting materials: [Na] (sodium), Cl.C(CCCC)(=N)N (valeramidine hydrochloride), ClC1=C(C=CC=C1)N=C=O (2-chlorophenyl isocyanate). Run in CC(=O)C (acetone), CC(=O)C (acetone). The product is ClC1=C(C=CC=C1)NC(=O)NC(CCCC)=N (1-(2-Chlorophenyl)-3-(pentanimidoyl)urea). Reaction SMILES: [Na].Cl.[C:3]([NH2:9])(=[NH:8])[CH2:4][CH2:5][CH2:6][CH3:7].[Cl:10][C:11]1[CH:16]=[CH:15][CH:14]=[CH:13][C:12]=1[N:17]=[C:18]=[O:19]>CC(C)=O>[Cl:10][C:11]1[CH:16]=[CH:15][CH:14]=[CH:13][C:12]=1[NH:17][C:18]([NH:8][C:3](=[NH:9])[CH2:4][CH2:5][CH2:6][CH3:7])=[O:19] |f:1.2,^1:0|. Reported procedure: Following a procedure similar to that described in Example 1 but using 2.3 g. sodium in 250 ml. dry acetone, 13.6 g. valeramidine hydrochloride, and 15.3 g. 2-chlorophenyl isocyanate in 100 ml. dry acetone, there was obtained after recrystallization from isopropyl alcohol-ether 15.4 g. of the hydrochloride of 1-(2-chloropheyl)-3-(pentanimidoyl)yrea; m.p. 132°-134°C.